describe an organic reaction: reactants, conditions, products, and yield From a dataset of the Open Reaction Database (ORD), a public repository of structured organic reaction records. The reactants are C(C)(C)(C)OC(=O)N1C(=CC2=CC(=CC=C12)CO)C=1C2=C(N(N1)C(=O)OC(C)(C)C)C=CS2 (2-(1-tert-butoxycarbonyl-1H-thieno[3,2-c]pyrazol-3-yl)-5-hydroxymethyl-indole-1-carboxylic acid tert-butyl ester), C(C)(C)(C)OC(=O)N1C(=CC2=CC(=CC=C12)CO)C=1C2=C(N(N1)C(=O)OC(C)(C)C)C=CS2 (2-(1-tert-butoxycarbonyl-1H-thieno[3,2-c]pyrazol-3-yl)-5-hydroxymethyl-indole-1-carboxylic acid tert-butyl ester), [OH-].[K+] (KOH). Run in O1CCCC1 (tetrahydrofuran). Reaction conditions: temperature 60 celsius. Product: N1N=C(C2=C1C=CS2)C=2NC1=CC=C(C=C1C2)CO ([2-(1H-thieno[3,2-c]pyrazol-3-yl)-1H-indol-5-yl]-methanol). Isolated yield 73.2%. Reaction SMILES: C(OC([N:8]1[C:16]2[C:11](=[CH:12][C:13]([CH2:17][OH:18])=[CH:14][CH:15]=2)[CH:10]=[C:9]1[C:19]1[C:20]2[S:33][CH:32]=[CH:31][C:21]=2[N:22](C(OC(C)(C)C)=O)[N:23]=1)=O)(C)(C)C.[OH-].[K+]>O1CCCC1>[NH:22]1[C:21]2[CH:31]=[CH:32][S:33][C:20]=2[C:19]([C:9]2[NH:8][C:16]3[C:11]([CH:10]=2)=[CH:12][C:13]([CH2:17][OH:18])=[CH:14][CH:15]=3)=[N:23]1 |f:1.2|. Reported procedure: A mixture of 5-(tert-butyl-dimethyl-silanyloxymethyl)-1H-indole-2-boronic acid 1-carboxylic acid tert-butyl ester [3.82 g, 9.42 mmol, Intermediate (8), prepared as described in Example 1-4 of International Patent Application Publication No. WO 02/32861], 3-iodo-thieno[3,2-c]pyrazole-1-carboxylic acid tert-butyl ester [4.0 g, 11.42 mmol, Example 5B above], tetrakis(triphenylphosphine)palladium(0) (544 mg, 0.470 mmol), potassium carbonate (2M aqueous, 12 mL) in tetrahydrofuran (60 mL) is purged wi... Reactants: CS(=O)(=O)OC(C(F)(F)F)C1=CC=2C=3N(C(N(C2N=C1)CC1=CC=C(C=C1)OC)=O)N=CN3 (2,2,2-Trifluoro-1-(6-(4-methoxybenzyl)-5-oxo-5,6-dihydropyrido[3,2-e][1,2,4]triazolo[1,5-c]pyrimidin-9-yl)ethyl methanesulfonate), CS(=O)(=O)Cl (Methane sulfonyl chloride), COC1=CC=C(CN2C(N3C(C4=C2N=CC(=C4)C(C(F)(F)F)O)=NC=N3)=O)C=C1 (6-(4-Methoxybenzyl)-9-(2,2,2-trifluoro-1-hydroxyethyl)pyrido[3,2-e][1,2,4]triazolo[1,5-c]pyrimidin-5(6H)-one), TEA. Run in C(Cl)Cl (DCM), C(Cl)Cl (DCM). Conditions: time 2 hour. Yields the product COC1=CC=C(CN2C(N3C(C4=C2N=CC(=C4)C(C(F)(F)F)N4CCOCC4)=NC=N3)=O)C=C1 (6-(4-Methoxybenzyl)-9-(2,2,2-trifluoro-1-morpholinoethyl)pyrido[3,2-e][1,2,4]triazolo[1,5-c]pyrimidin-5(6H)-one). As a reaction SMILES: CS(O[CH:6]([C:11]1[CH:20]=[N:19][C:18]2[N:17]([CH2:21][C:22]3[CH:27]=[CH:26][C:25]([O:28][CH3:29])=[CH:24][CH:23]=3)[C:16](=[O:30])[N:15]3[N:31]=[CH:32][N:33]=[C:14]3[C:13]=2[CH:12]=1)[C:7]([F:10])([F:9])[F:8])(=O)=O.CS(Cl)(=O)=[O:36].COC1C=CC(CN2[C:51]3[N:52]=[CH:53][C:54](C(O)C(F)(F)F)=C[C:50]=3C3=NC=NN3C2=O)=CC=1>C(Cl)Cl>[CH3:29][O:28][C:25]1[CH:24]=[CH:23][C:22]([CH2:21][N:17]2[C:18]3[N:19]=[CH:20][C:11]([CH:6]([N:52]4[CH2:51][CH2:50][O:36][CH2:54][CH2:53]4)[C:7]([F:9])([F:10])[F:8])=[CH:12][C:13]=3[C:14]3=[N:33][CH:32]=[N:31][N:15]3[C:16]2=[O:30])=[CH:27][CH:26]=1. Procedure: 2,2,2-Trifluoro-1-(6-(4-methoxybenzyl)-5-oxo-5,6-dihydropyrido[3,2-e][1,2,4]triazolo[1,5-c]pyrimidin-9-yl)ethyl methanesulfonate. Methane sulfonyl chloride (49 μl, 0.63 mmol) was added to a stirred solution of 6-(4-methoxybenzyl)-9-(2,2,2-trifluoro-1-hydroxyethyl)pyrido[3,2-e][1,2,4]triazolo[1,5-c]pyrimidin-5(6H)-one (Example 87, 127 mg, 0.31 mmol) and TEA (131 μl, 0.94 mmol) in DCM (1.3 mL) and the mixture was stirred for 2 hours. It was diluted with DCM (10 mL), washed with aqueous sodium bica...